From a dataset of the Open Reaction Database (ORD), a public repository of structured organic reaction records. describe an organic reaction: reactants, conditions, products, and yield Reactants: C(C)(C)OC(C1=C(N=C(C=C1Cl)Cl)C)=O (4,6-dichloro-2-methyl-nicotinic acid isopropyl ester), water ice, C(C)(C)O (isopropanol), [H-].[Na+] (NaH). The reagents and catalysts are [Cu]I (CuI). Solvent: C1CCOC1 (THF), C1CCOC1 (THF). Reaction conditions: time 30 minute. Yields the product C(C)(C)OC(C1=C(N=C(C=C1OC(C)C)Cl)C)=O (6-chloro-4-isopropoxy-2-methyl-nicotinic acid isopropyl ester). Reaction SMILES: [CH:1]([OH:4])([CH3:3])[CH3:2].[H-].[Na+].[CH:7]([O:10][C:11](=[O:21])[C:12]1[C:17](Cl)=[CH:16][C:15]([Cl:19])=[N:14][C:13]=1[CH3:20])([CH3:9])[CH3:8]>C1COCC1.[Cu]I>[CH:7]([O:10][C:11](=[O:21])[C:12]1[C:17]([O:4][CH:1]([CH3:3])[CH3:2])=[CH:16][C:15]([Cl:19])=[N:14][C:13]=1[CH3:20])([CH3:9])[CH3:8] |f:1.2|. Reported procedure: Anhydrous isopropanol (1.5 mL, 20 mmol) is added to a suspension of NaH (1.5 g of 60% dispersion in mineral oil, 37 mmol) in THF (90 mL) at 0° C. and the mixture is stirred for 30 minutes at ambient temperature. To this is added a solution of 4,6-dichloro-2-methyl-nicotinic acid isopropyl ester (4.6 g, 19 mmol) in THF (10 mL) and CuI (178 mg, 0.94 mmol) The mixture is refluxed for 1 hour, cooled to room temperature, and poured into water-ice mixture. The layers are separated and the aqueous laye... Reactants: C1CCOC1, CS(C)=O, Oc1cccnc1. The product is c1cncc(OCC2CO2)c1. Reaction SMILES: [CH2:8]1[CH2:9][CH2:10][CH2:11][O:12]1.[CH3:13][S:14]([CH3:15])=[O:16].[OH:1][c:2]1[cH:3][n:4][cH:5][cH:6][cH:7]1>>[O:1]([c:2]1[cH:3][n:4][cH:5][cH:6][cH:7]1)[CH2:10][CH:11]1[CH2:8][O:12]1. Starting materials: FC1=C(C(=O)Cl)C=CC=C1 (2-fluorbenzoyl chloride), ClC1=NC=C(C=C1)C#N (2-chloro-5-(cyano)pyridine), ClC1=C(C=CC(=C1)Cl)C1=NC(=NC=C1C=1NC=CN1)NCCNC1=NC=C(C=C1)[N+](=O)[O-] ([4-(2,4-dichlorophenyl)-5-imidazol-2-ylpyrimidin-2-yl]{2-[(5-nitro(2-pyridyl))amino]ethyl}amine). The product is FC1=C(C=CC=C1)C1=NC(=NC=C1C=1NC=CN1)NCCNC1=CC=C(C=N1)C#N (6-[(2-{[4-(2-fluorophenyl)-5-imidazol-2-ylpyrimidin-2-yl]amino}ethyl)amino]-pyridine-3-carbonitrile). Reaction SMILES: [F:1][C:2]1[CH:10]=[CH:9][CH:8]=[CH:7][C:3]=1[C:4](Cl)=O.Cl[C:12]1[CH:17]=[CH:16][C:15]([C:18]#[N:19])=[CH:14][N:13]=1.ClC1C=C(Cl)C=CC=1C1[C:33]([C:34]2[NH:35][CH:36]=[CH:37][N:38]=2)=[CH:32][N:31]=[C:30]([NH:39][CH2:40][CH2:41][NH:42]C2C=CC([N+]([O-])=O)=CN=2)[N:29]=1>>[F:1][C:2]1[CH:10]=[CH:9][CH:8]=[CH:7][C:3]=1[C:4]1[C:33]([C:34]2[NH:35][CH:36]=[CH:37][N:38]=2)=[CH:32][N:31]=[C:30]([NH:39][CH2:40][CH2:41][NH:42][C:12]2[N:13]=[CH:14][C:15]([C:18]#[N:19])=[CH:16][CH:17]=2)[N:29]=1. Procedure: 6-[(2-{[4-(2-fluorophenyl)-5-imidazol-2-ylpyrimidin-2-yl]amino}ethyl)amino]-pyridine-3-carbonitrile was prepared from 2-fluorbenzoyl chloride and 2-chloro-5-(cyano)pyridine using the general method for [4-(2,4-dichlorophenyl)-5-imidazol-2-ylpyrimidin-2-yl]{2-[(5-nitro(2-pyridyl))amino]ethyl}amine.